This data is from the Open Reaction Database (ORD), a public repository of structured organic reaction records. The task is: describe an organic reaction: reactants, conditions, products, and yield Reactants: Example 70 ( 70a ), FC(CCCOC1=CC=C(C(=O)O)C=C1)(F)F (4-(4,4,4-Trifluorobutoxy)benzoic acid), Cl.NC(C(=O)O)CC1=CC=C(C=C1)OC(F)(F)F (2-amino-3-[4-(trifluoromethoxy)phenyl]propanoic acid hydrochloride). Yields the product FC(CCCOC1=CC=C(C(=O)NC(C(=O)O)CC2=CC=C(C=C2)OC(F)(F)F)C=C1)(F)F (2-{[4-(4,4,4-Trifluorobutoxy)benzoyl]amino}-3-[4-(trifluoromethoxy)phenyl]propanoic acid). Isolated yield 95.0%. RXN SMILES: [F:1][C:2]([F:17])([F:16])[CH2:3][CH2:4][CH2:5][O:6][C:7]1[CH:15]=[CH:14][C:10]([C:11]([OH:13])=O)=[CH:9][CH:8]=1.Cl.[NH2:19][CH:20]([CH2:24][C:25]1[CH:30]=[CH:29][C:28]([O:31][C:32]([F:35])([F:34])[F:33])=[CH:27][CH:26]=1)[C:21]([OH:23])=[O:22]>>[F:16][C:2]([F:1])([F:17])[CH2:3][CH2:4][CH2:5][O:6][C:7]1[CH:8]=[CH:9][C:10]([C:11]([NH:19][CH:20]([CH2:24][C:25]2[CH:26]=[CH:27][C:28]([O:31][C:32]([F:33])([F:34])[F:35])=[CH:29][CH:30]=2)[C:21]([OH:23])=[O:22])=[O:13])=[CH:14][CH:15]=1 |f:1.2|. Procedure: A reaction similar to that described in Example 70 (70a) was conducted using 4-(4,4,4-trifluorobutoxy)benzoic acid (6.21 g) prepared in Example 81 (81a) and 2-amino-3-[4-(trifluoromethoxy)phenyl]propanoic acid hydrochloride (7.20 g) prepared in Reference Example 2 to give 11.4 g of the title compound (white powder). Starting materials: COC(=O)C1CNC2=CC=CC=C2C1 (3(R,S)-methoxycarbonyl-1,2,3,4-tetrahydroquinoline), C(CCC)N (n-butylamine). Conditions: temperature 60 celsius, time 1 hour. Yields the product C(CCC)NC(=O)C1CNC2=CC=CC=C2C1 (3(R,S)-butylaminocarbonyl-1,2,3,4-tetrahydroquinoline). As a reaction SMILES: CO[C:3]([CH:5]1[CH2:14][C:13]2[C:8](=[CH:9][CH:10]=[CH:11][CH:12]=2)[NH:7][CH2:6]1)=[O:4].[CH2:15]([NH2:19])[CH2:16][CH2:17][CH3:18]>>[CH2:15]([NH:19][C:3]([CH:5]1[CH2:14][C:13]2[C:8](=[CH:9][CH:10]=[CH:11][CH:12]=2)[NH:7][CH2:6]1)=[O:4])[CH2:16][CH2:17][CH3:18]. Reported procedure: A mixture of 500 mg of 3(R,S)-methoxycarbonyl-1,2,3,4-tetrahydroquinoline (Example 1r) and 1 ml of n-butylamine is stirred at 60° C. for 1 h. Purification of the crude product by means of FC over 50 g of silica gel (mobile phase Z) gives 3(R,S)-butylaminocarbonyl-1,2,3,4-tetrahydroquinoline: Rf (Z)=0.21. Reactants: C(C=C)#N (acrylonitrile), C=CCCCCCC (1-octene), S(O)(O)(=O)=O (sulfuric acid). The product is CC(CCCCCC)NC(C=C)=O (N-(α-methylheptyl)acrylamide). As a reaction SMILES: [C:1](#[N:4])[CH:2]=[CH2:3].[CH2:5]=[CH:6][CH2:7][CH2:8][CH2:9][CH2:10][CH2:11][CH3:12].S(=O)(=O)(O)[OH:14]>>[CH3:5][CH:6]([NH:4][C:1](=[O:14])[CH:2]=[CH2:3])[CH2:7][CH2:8][CH2:9][CH2:10][CH2:11][CH3:12]. Reported procedure: Following a procedure analogous to that of Example 1, treat acrylonitrile with 1-octene in the presence of phenothiazene and 83% sulfuric acid to obtain the title product.